Task: describe an organic reaction: reactants, conditions, products, and yield. Dataset: the Open Reaction Database (ORD), a public repository of structured organic reaction records Starting materials: solution, C[S-].[Na+] (sodium methyl mercaptide), FC(COC1=NC=2N(C=C1)N=C(N2)S(=O)(=O)NC2=C(C=CC=C2Cl)Cl)(F)F (5-(2,2,2-trifluoroethoxy)N-(2,6-dichlorophenyl)-1,2,4-triazolo[1,5-a]pyrimidine-2-sulfonamide). Run in ice water, Cl (HCl), CS(=O)C (DMSO). Conditions: time 25 hour. The product is CSC1=NC=2N(C=C1)N=C(N2)S(=O)(=O)NC2=C(C=CC=C2Cl)Cl (5-methylthio-N-(2,6-dichlorophenyl)-1,2,4-triazolo[1,5-a]pyrimidine-2-sulfonamide). Isolated yield 66.0%. Reaction SMILES: [CH3:1][S-:2].[Na+].FC(F)(F)CO[C:8]1[CH:13]=[CH:12][N:11]2[N:14]=[C:15]([S:17]([NH:20][C:21]3[C:26]([Cl:27])=[CH:25][CH:24]=[CH:23][C:22]=3[Cl:28])(=[O:19])=[O:18])[N:16]=[C:10]2[N:9]=1>CS(C)=O.Cl>[CH3:1][S:2][C:8]1[CH:13]=[CH:12][N:11]2[N:14]=[C:15]([S:17]([NH:20][C:21]3[C:26]([Cl:27])=[CH:25][CH:24]=[CH:23][C:22]=3[Cl:28])(=[O:19])=[O:18])[N:16]=[C:10]2[N:9]=1 |f:0.1|. Procedure details: To 25 ml (13 mmol) of a 0.52M solution of sodium methyl mercaptide in DMSO prepared by bubbling methyl mercaptan into a suspension of sodium hydride in DMSO, was added 2.6 g (5.9 mmol) of 5-(2,2,2-trifluoroethoxy)N-(2,6-dichlorophenyl)-1,2,4-triazolo[1,5-a]pyrimidine-2-sulfonamide. The solution was stirred at room temperature for 25 hours, diluted with 100 ml of ice water and neutralized with 3N aqueous HCl. The gummy solid which separated was collected and taken up in 0.5N aqueous NaOH. The mix...